From a dataset of the Open Reaction Database (ORD), a public repository of structured organic reaction records. describe an organic reaction: reactants, conditions, products, and yield Starting materials: BrB(Br)Br, C=CCN1CCCc2ccc(OC)cc2C1=O, ClCCl, [Na+], O=C([O-])O. The product is C=CCN1CCCc2ccc(O)cc2C1=O. RXN SMILES: [B:18]([Br:19])([Br:20])[Br:21].[CH2:1]([CH:2]=[CH2:3])[N:4]1[C:5](=[O:17])[c:6]2[c:7]([cH:11][cH:12][c:13]([O:15][CH3:16])[cH:14]2)[CH2:8][CH2:9][CH2:10]1.[Cl:27][CH2:28][Cl:29].[Na+:26].[O-:22][C:23]([OH:24])=[O:25]>>[CH2:1]([CH:2]=[CH2:3])[N:4]1[C:5](=[O:17])[c:6]2[c:7]([cH:11][cH:12][c:13]([OH:15])[cH:14]2)[CH2:8][CH2:9][CH2:10]1.